Dataset: the Open Reaction Database (ORD), a public repository of structured organic reaction records. Task: describe an organic reaction: reactants, conditions, products, and yield Starting materials: N (ammonia), ClC=1C(=C(C#N)C(=CC1)F)F (3-chloro-2,6-difluorobenzonitrile). The solvent is C(C)#N (acetonitrile). Reaction conditions: temperature 60 celsius. The product is NC1=C(C#N)C(=CC=C1Cl)F (2-Amino-3-chloro-6-fluorobenzonitrile). Reaction SMILES: [NH3:1].[Cl:2][C:3]1[C:4](F)=[C:5]([C:8]([F:11])=[CH:9][CH:10]=1)[C:6]#[N:7]>C(#N)C>[NH2:1][C:4]1[C:3]([Cl:2])=[CH:10][CH:9]=[C:8]([F:11])[C:5]=1[C:6]#[N:7]. Procedure: Aqueous ammonia (d 0.880, 2 ml) was added to a solution of 3-chloro-2,6-difluorobenzonitrile (1.93 g, 11.1 mmol) in acetonitrile (10 ml), and the mixture heated to 60° C. for 16 h. The resulting brown solution was evaporated and purified by flash chromatography eluting with 5% ethyl acetate/hexane, increasing the gradient to 20% ethyl acetate/hexane, to furnish a white solid (410 mg), MS (+EI) 173/171 (M+); 1H NMR (CDCl3) 7.39 (1H, dd, J5.7, 9.0 Hz), 6.46 (1H, t, J8.7 Hz), 4.95 (2H, br. s). Starting materials: BrC(Br)(Br)Br, COc1ccccc1CCO, ClCCl, c1ccc(P(c2ccccc2)c2ccccc2)cc1. Yields the product COc1ccccc1CCBr. RXN SMILES: [C:12]([Br:13])([Br:14])([Br:15])[Br:16].[CH3:1][O:2][c:3]1[c:4]([CH2:5][CH2:6][OH:7])[cH:8][cH:9][cH:10][cH:11]1.[Cl:36][CH2:37][Cl:38].[c:17]1([P:18]([c:19]2[cH:20][cH:21][cH:22][cH:23][cH:24]2)[c:25]2[cH:26][cH:27][cH:28][cH:29][cH:30]2)[cH:31][cH:32][cH:33][cH:34][cH:35]1>>[CH3:1][O:2][c:3]1[c:4]([CH2:5][CH2:6][Br:13])[cH:8][cH:9][cH:10][cH:11]1. Reactants: O=C(C=O)C1=CC(=CC=C1)N1C(CCC1)=O (Oxo[3-(2-oxopyrrolidin-1-yl)phenyl]acetaldehyde), I.COC1=CC=C(C=C1)C(=N)NN (4-methoxybenzenecarboximidic hydrazide hydriodide salt). Product: COC1=CC=C(C=C1)C=1N=NC=C(N1)C=1C=C(C=CC1)N1C(CCC1)=O (1-{3-[3-(4-methoxyphenyl)-[1,2,4]triazin-5-yl]phenyl}pyrrolidin-2-one). As a reaction SMILES: O=[C:2]([C:5]1[CH:10]=[CH:9][CH:8]=[C:7]([N:11]2[CH2:15][CH2:14][CH2:13][C:12]2=[O:16])[CH:6]=1)[CH:3]=O.I.[CH3:18][O:19][C:20]1[CH:25]=[CH:24][C:23]([C:26]([NH:28][NH2:29])=[NH:27])=[CH:22][CH:21]=1>>[CH3:18][O:19][C:20]1[CH:21]=[CH:22][C:23]([C:26]2[N:28]=[N:29][CH:3]=[C:2]([C:5]3[CH:6]=[C:7]([N:11]4[CH2:15][CH2:14][CH2:13][C:12]4=[O:16])[CH:8]=[CH:9][CH:10]=3)[N:27]=2)=[CH:24][CH:25]=1 |f:1.2|. Procedure: Oxo[3-(2-oxopyrrolidin-1-yl)phenyl]acetaldehyde was reacted with 4-methoxybenzenecarboximidic hydrazide hydriodide salt (0.72 g, 2.46 mmol) using the method described in Example 1 to give 1-{3-[3-(4-methoxyphenyl)-[1,2,4]triazin-5-yl]phenyl}pyrrolidin-2-one as a yellow solid (0.47 g): δH (400 MHz, d6-DMSO) 2.09-2.17 (2H, m), 2.57 (2H, t, J 8.0 Hz), 3.88 (3H, s), 3.99 (2H, t, J 7.0 Hz), 7.16-7.21 (2H, m), 7.64 (1H, t, J 8.0 Hz), 7.98-8.01 (1H, m), 8.18 (1H, d, J 8.2 Hz), 8.51-8.55 (2H, m), 8.66 (... The reactants are Cc1ccc2cccnc2c1, ClC(Cl)(Cl)Cl, CC(C)(C#N)N=NC(C)(C)C#N, O=C1CCC(=O)N1Br. RXN SMILES: [CH3:1][c:2]1[cH:3][cH:4][c:5]2[cH:6][cH:7][cH:8][n:9][c:10]2[cH:11]1.[Cl:32][C:33]([Cl:34])([Cl:35])[Cl:36].[N:20]#[C:21][C:22]([N:23]=[N:24][C:25]([C:26]#[N:27])([CH3:28])[CH3:29])([CH3:30])[CH3:31].[O:12]=[C:13]1[N:14]([Br:19])[C:15](=[O:16])[CH2:17][CH2:18]1>>[CH2:1]([c:2]1[cH:3][cH:4][c:5]2[cH:6][cH:7][cH:8][n:9][c:10]2[cH:11]1)[Br:19]. Yields the product BrCc1ccc2cccnc2c1. Yields the product FC(C=1C=C(C=C(C1)C(F)(F)F)C(C(=O)N(C)C=1C=NC(=CC1C1=C(C=CC=C1)Cl)I)(C)C)(F)F (2-(3,5-Bis-trifluoromethyl-phenyl)-N-[4-(2-chloro-phenyl)-6-iodo-pyridin-3-yl]-N-methyl-isobutyramide). Reaction conditions: temperature 80 celsius. Procedure details: A mixture of 250 mg (0.467 mmol) 2-(3,5-bis-trifluoromethyl-phenyl)-N-[6-chloro-4-(2-chloro-phenyl)-pyridin-3-yl]-N-methyl-isobutyramide (Example 24), 250 mg (1.64 mmol) sodium iodide and 0.12 ml (0.99 mmol) hydroiodic acid (57% in water) in 5 ml 3-methyl-2-butanone was heated at 80° C. for 5 h in a sealed tube. After cooling to room temperature the mixture was diluted with tert-butyl methyl ether and treated with saturated aqueous sodium bicarbonate solution. The layers were separated, the orga... As a reaction SMILES: [F:1][C:2]([F:35])([F:34])[C:3]1[CH:4]=[C:5]([C:13]([CH3:33])([CH3:32])[C:14]([N:16]([C:18]2[CH:19]=[N:20][C:21](Cl)=[CH:22][C:23]=2[C:24]2[CH:29]=[CH:28][CH:27]=[CH:26][C:25]=2[Cl:30])[CH3:17])=[O:15])[CH:6]=[C:7]([C:9]([F:12])([F:11])[F:10])[CH:8]=1.[I-:36].[Na+].I.C(=O)(O)[O-].[Na+]>CC(C)C(=O)C.COC(C)(C)C>[F:1][C:2]([F:35])([F:34])[C:3]1[CH:4]=[C:5]([C:13]([CH3:33])([CH3:32])[C:14]([N:16]([C:18]2[CH:19]=[N:20][C:21]([I:36])=[CH:22][C:23]=2[C:24]2[CH:29]=[CH:28][CH:27]=[CH:26][C:25]=2[Cl:30])[CH3:17])=[O:15])[CH:6]=[C:7]([C:9]([F:12])([F:11])[F:10])[CH:8]=1 |f:1.2,4.5|. Run in CC(C(C)=O)C (3-methyl-2-butanone), COC(C)(C)C (tert-butyl methyl ether). Starting materials: C([O-])(O)=O.[Na+] (sodium bicarbonate), FC(C=1C=C(C=C(C1)C(F)(F)F)C(C(=O)N(C)C=1C=NC(=CC1C1=C(C=CC=C1)Cl)Cl)(C)C)(F)F (2-(3,5-Bis-trifluoromethyl-phenyl)-N-[6-chloro-4-(2-chloro-phenyl)-pyridin-3-yl]-N-methyl-isobutyramide), [I-].[Na+] (sodium iodide), I (hydroiodic acid). The yield is 74.5%. Reaction conditions: temperature 0 celsius, time 5 hour. Solvent: C1CCOC1 (THF), C1CCOC1 (THF). Procedure: A solution of trans-4-(N-tert-butoxycarbonylaminomethyl)-N-tert-butoxycarbonyl-D-proline (1.0 g, 2.9 mmol) in anhydrous THF (24 mL) was cooled to -10° C. and borane in THF (1M, 26 mL) was added at that temperature. The reaction was left to stir for 5 hours at 0° C. The reaction was quenched with methanol (100 mL) at 0° C. and left for 1.5 hours to stir at 20° C. The solvents were removed in vacuo , and EtOAc (100 mL) was then added to the reaction mixture and the organic phase washed with 1M NaO... Reaction SMILES: [C:1]([O:5][C:6]([NH:8][CH2:9][C@@H:10]1[CH2:14][N:13]([C:15]([O:17][C:18]([CH3:21])([CH3:20])[CH3:19])=[O:16])[C@@H:12]([C:22](O)=[O:23])[CH2:11]1)=[O:7])([CH3:4])([CH3:3])[CH3:2].B>C1COCC1>[C:1]([O:5][C:6]([NH:8][CH2:9][C@@H:10]1[CH2:14][N:13]([C:15]([O:17][C:18]([CH3:21])([CH3:20])[CH3:19])=[O:16])[C@@H:12]([CH2:22][OH:23])[CH2:11]1)=[O:7])([CH3:2])([CH3:4])[CH3:3]. Starting materials: C(C)(C)(C)OC(=O)NC[C@H]1C[C@@H](N(C1)C(=O)OC(C)(C)C)C(=O)O (trans-4-(N-tert-butoxycarbonylaminomethyl)-N-tert-butoxycarbonyl-D-proline), B (borane). The product is C(C)(C)(C)OC(=O)NC[C@H]1C[C@@H](N(C1)C(=O)OC(C)(C)C)CO ((2R,4R)-4-(N-tert-butoxycarbonylaminomethyl)-2-hydroxymethyl-N-tert-butoxycarbonylpyrrolidine). Isolated yield 45.2%. The reactants are Cc1ccccc1, Cl, N#C[Cu], N#C[K], O=N[O-], Nc1ccc(C(=O)C2CC2C(=O)O)cc1, [Na+], [Na+], [Na+], O=C([O-])[O-], O. Yields the product N#Cc1ccc(C(=O)C2CC2C(=O)O)cc1. As a reaction SMILES: [CH3:34][c:35]1[cH:36][cH:37][cH:38][cH:39][cH:40]1.[ClH:33].[Cu:26][C:27]#[N:28].[K:29][C:30]#[N:31].[N:1]([O-:2])=[O:3].[NH2:5][c:6]1[cH:7][cH:8][c:9]([C:10](=[O:11])[CH:12]2[CH:13]([C:15](=[O:16])[OH:17])[CH2:14]2)[cH:18][cH:19]1.[Na+:20].[Na+:21].[Na+:4].[O-:22][C:23](=[O:24])[O-:25].[OH2:32]>>[c:6]1([C:27]#[N:28])[cH:7][cH:8][c:9]([C:10](=[O:11])[CH:12]2[CH:13]([C:15](=[O:16])[OH:17])[CH2:14]2)[cH:18][cH:19]1. Starting materials: O=S([O-])c1ccc(Br)cc1, CN(C)C=O, O=S(c1ccc(C=Cc2nc(CCl)co2)cc1)C(F)(F)F, [Na+]. Product: O=S(c1ccc(C=Cc2nc(CS(=O)(=O)c3ccc(Br)cc3)co2)cc1)C(F)(F)F. Reaction SMILES: [Br:22][c:23]1[cH:24][cH:25][c:26]([S:29](=[O:30])[O-:31])[cH:27][cH:28]1.[CH:33]([N:34]([CH3:35])[CH3:36])=[O:37].[Cl:1][CH2:2][c:3]1[n:4][c:5]([CH:8]=[CH:9][c:10]2[cH:11][cH:12][c:13]([S:16](=[O:17])[C:18]([F:19])([F:20])[F:21])[cH:14][cH:15]2)[o:6][cH:7]1.[Na+:32]>>[CH2:2]([c:3]1[n:4][c:5]([CH:8]=[CH:9][c:10]2[cH:11][cH:12][c:13]([S:16](=[O:17])[C:18]([F:19])([F:20])[F:21])[cH:14][cH:15]2)[o:6][cH:7]1)[S:29]([c:26]1[cH:25][cH:24][c:23]([Br:22])[cH:28][cH:27]1)(=[O:30])=[O:31]. Starting materials: CCN(C(C)C)C(C)C, ClCCl, NCCc1cccc(F)c1, O=C(Cl)c1ccc(C(F)(F)F)cc1. Yields the product O=C(NCCc1cccc(F)c1)c1ccc(C(F)(F)F)cc1. As a reaction SMILES: [CH:11]([N:12]([CH:13]([CH3:14])[CH3:15])[CH2:16][CH3:17])([CH3:18])[CH3:19].[Cl:33][CH2:34][Cl:35].[F:1][c:2]1[cH:3][c:4]([CH2:8][CH2:9][NH2:10])[cH:5][cH:6][cH:7]1.[F:20][C:21]([c:22]1[cH:23][cH:24][c:25]([C:26](=[O:27])[Cl:28])[cH:29][cH:30]1)([F:31])[F:32]>>[F:1][c:2]1[cH:3][c:4]([CH2:8][CH2:9][NH:10][C:26]([c:25]2[cH:24][cH:23][c:22]([C:21]([F:20])([F:31])[F:32])[cH:30][cH:29]2)=[O:27])[cH:5][cH:6][cH:7]1. Starting materials: C(C)(C)(C)OC(CP(=O)(OCC)OCC)=O (t-butyldiethylphosphonoacetate), [H-].[Na+] (NaH), C1(=CC=CC=C1)CC=O (phenylacetaldehyde). Run in C1CCOC1 (THF). Yields the product C1(=CC=CC=C1)CC=CC(=O)OC(C)(C)C (t-butyl 4-phenylbut-2-enoate). Isolated yield 69.3%. RXN SMILES: [C:1]([O:5][C:6](=[O:16])[CH2:7]P(OCC)(OCC)=O)([CH3:4])([CH3:3])[CH3:2].[H-].[Na+].[C:19]1([CH2:25][CH:26]=O)[CH:24]=[CH:23][CH:22]=[CH:21][CH:20]=1>C1COCC1>[C:19]1([CH2:25][CH:26]=[CH:7][C:6]([O:5][C:1]([CH3:2])([CH3:3])[CH3:4])=[O:16])[CH:24]=[CH:23][CH:22]=[CH:21][CH:20]=1 |f:1.2|. Procedure: To a solution of 12.15 mL (45.78 mmol) of t-butyldiethylphosphonoacetate in 100 mL of THF under argon at 25° C. is added 1.83 g (45.78 mmol) of 60% NaH in oil dispersion. The reaction mixture is stirred at 25° C. for 45 minutes at which time 5.41 mL (41.62 mmol) of phenylacetaldehyde is added. After 30 minutes at 25° C. the reaction is partitioned between 1 N HCl and ethyl ether. The organic layer is dried over anhydrous MgSO4 and concentrated in vacuo. Purification by flash silica gel chromatog...